Dataset: the Open Reaction Database (ORD), a public repository of structured organic reaction records. Task: describe an organic reaction: reactants, conditions, products, and yield Starting materials: COC=1C=C(N)C=CC1OC (3,4-dimethoxyaniline), [OH-].[Na+] (sodium hydroxide), O (water), ClC(=O)OC (methyl chloroformate). The solvent is C(Cl)Cl (methylene chloride). Conditions: temperature -5 celsius, time 1.5 hour. Product: COC=1C=C(C=CC1OC)NC(=O)OC (Methyl 3,4-dimethoxybenzenecarbamate). Isolated yield 90.7%. As a reaction SMILES: [CH3:1][O:2][C:3]1[CH:4]=[C:5]([CH:7]=[CH:8][C:9]=1[O:10][CH3:11])[NH2:6].[OH-].[Na+].Cl[C:15]([O:17][CH3:18])=[O:16].O>C(Cl)Cl>[CH3:1][O:2][C:3]1[CH:4]=[C:5]([NH:6][C:15]([O:17][CH3:18])=[O:16])[CH:7]=[CH:8][C:9]=1[O:10][CH3:11] |f:1.2|. Procedure details: A solution of 15.3 g (0.1 mol) of 3,4-dimethoxyaniline in 60 mL of methylene chloride was treated with 55 mL of 2N sodium hydroxide. The reaction mixture was cooled to -5° C. and 7.4 mL (0.096 mol) of methyl chloroformate was added keeping the reaction temperature between 15°-25° C. The reaction was stirred 1.5 hr at 10°-20° C. and then 50 mL of water was added. The layers were separated and the aqueous layer was extracted with 4×100 mL of methylene chloride. The combined methylene chloride laye... Starting materials: COC(=O)NC1Nc2ccc(Oc3ccc(NC(C)=O)cc3)nc2N1, Cl, O. The product is COC(=O)NC1Nc2ccc(Oc3ccc(N)cc3)nc2N1. As a reaction SMILES: [C:1](=[O:2])([CH3:3])[NH:4][c:5]1[cH:6][cH:7][c:8]([O:9][c:10]2[n:11][c:12]3[c:16]([cH:17][cH:18]2)[NH:15][CH:14]([NH:19][C:20]([O:21][CH3:22])=[O:23])[NH:13]3)[cH:24][cH:25]1.[ClH:26].[OH2:27]>>[NH2:4][c:5]1[cH:6][cH:7][c:8]([O:9][c:10]2[n:11][c:12]3[c:16]([cH:17][cH:18]2)[NH:15][CH:14]([NH:19][C:20]([O:21][CH3:22])=[O:23])[NH:13]3)[cH:24][cH:25]1. RXN SMILES: [C:16](=[O:17])([O-:18])[O-:19].[C:22]([CH3:23])([CH3:24])([CH3:25])[O:26][N:27]=[C:28]([CH2:29][O:30][CH2:31][CH2:32][CH2:33][CH2:34][CH2:35][O:36][S:37]([CH3:38])(=[O:39])=[O:40])[CH2:41][CH3:42].[CH3:44][N:45]([CH3:46])[CH:47]=[O:48].[Cl:1][c:2]1[c:3]([OH:15])[c:4]([Cl:14])[cH:5][c:6]([O:8][CH2:9][CH:10]=[C:11]([Cl:12])[Cl:13])[cH:7]1.[ClH:43].[K+:20].[K+:21]>>[Cl:1][c:2]1[c:3]([O:15][CH2:35][CH2:34][CH2:33][CH2:32][CH2:31][O:30][CH2:29][C:28](=[N:27][O:26][C:22]([CH3:23])([CH3:24])[CH3:25])[CH2:41][CH3:42])[c:4]([Cl:14])[cH:5][c:6]([O:8][CH2:9][CH:10]=[C:11]([Cl:12])[Cl:13])[cH:7]1. Starting materials: O=C([O-])[O-], CCC(COCCCCCOS(C)(=O)=O)=NOC(C)(C)C, CN(C)C=O, Oc1c(Cl)cc(OCC=C(Cl)Cl)cc1Cl, Cl, [K+], [K+]. Product: CCC(COCCCCCOc1c(Cl)cc(OCC=C(Cl)Cl)cc1Cl)=NOC(C)(C)C. The reactants are COC(=O)C(N)C(CC(F)(F)F)CC(F)(F)F, O=S(=O)(Cl)c1ccc(Cl)cc1. The product is COC(=O)C(NS(=O)(=O)c1ccc(Cl)cc1)C(CC(F)(F)F)CC(F)(F)F. RXN SMILES: [CH3:1][O:2][C:3]([CH:4]([CH:5]([CH2:6][C:7]([F:8])([F:9])[F:10])[CH2:11][C:12]([F:13])([F:14])[F:15])[NH2:16])=[O:17].[Cl:18][c:19]1[cH:20][cH:21][c:22]([S:25](=[O:26])(=[O:27])[Cl:28])[cH:23][cH:24]1>>[CH3:1][O:2][C:3]([CH:4]([CH:5]([CH2:6][C:7]([F:8])([F:9])[F:10])[CH2:11][C:12]([F:13])([F:14])[F:15])[NH:16][S:25]([c:22]1[cH:21][cH:20][c:19]([Cl:18])[cH:24][cH:23]1)(=[O:26])=[O:27])=[O:17]. Reactants: CCOC(=O)Cc1ccc(OC)c(Oc2ccc(C(F)(F)F)cc2CN2C(=O)OC(c3ccccc3)C2C)c1, CO, Cl, [Li+], [OH-]. The product is COc1ccc(CC(=O)O)cc1Oc1ccc(C(F)(F)F)cc1CN1C(=O)OC(c2ccccc2)C1C. RXN SMILES: [CH2:1]([CH3:2])[O:3][C:4]([CH2:5][c:6]1[cH:7][c:8]([O:14][c:15]2[c:16]([CH2:25][N:26]3[C:27](=[O:38])[O:28][CH:29]([c:32]4[cH:33][cH:34][cH:35][cH:36][cH:37]4)[CH:30]3[CH3:31])[cH:17][c:18]([C:21]([F:22])([F:23])[F:24])[cH:19][cH:20]2)[c:9]([O:12][CH3:13])[cH:10][cH:11]1)=[O:39].[CH3:43][OH:44].[ClH:42].[Li+:40].[OH-:41]>>[O:3]=[C:4]([CH2:5][c:6]1[cH:7][c:8]([O:14][c:15]2[c:16]([CH2:25][N:26]3[C:27](=[O:38])[O:28][CH:29]([c:32]4[cH:33][cH:34][cH:35][cH:36][cH:37]4)[CH:30]3[CH3:31])[cH:17][c:18]([C:21]([F:22])([F:23])[F:24])[cH:19][cH:20]2)[c:9]([O:12][CH3:13])[cH:10][cH:11]1)[OH:39].